Dataset: the Open Reaction Database (ORD), a public repository of structured organic reaction records. Task: describe an organic reaction: reactants, conditions, products, and yield Reactants: ClCC1=CC=C(C=C1)NC(=O)C1=CC2=CC(=CC=C2CC1)C1=CC=C(C=C1)C (N-[4-(chloromethyl)-phenyl]-7-(4-methylphenyl)-3,4-dihydronaphthalene-2-carboxamide), CN(C)C=O (DMF), C(CC)N1CCCCCC1 (1-propylperhydroazepine), C(C)(=O)OCC (ethyl acetate). Run at time 15 hour. Yields the product [Cl-].CC1=CC=C(C=C1)C1=CC=C2CCC(=CC2=C1)C(=O)NC1=CC=C(C[N+]2(CCCCCC2)CCC)C=C1 (1-[4-[7-(4-methylphenyl)-3,4-dihydronaphthalene-2-carboxamido]benzyl]-1-propyl-perhydroazepinium chloride). RXN SMILES: [Cl:1]CC1C=[CH:7][C:6]([NH:9][C:10]([C:12]2[CH2:21][CH2:20][C:19]3[C:14](=[CH:15][C:16]([C:22]4[CH:27]=[CH:26][C:25]([CH3:28])=[CH:24][CH:23]=4)=[CH:17][CH:18]=3)[CH:13]=2)=[O:11])=[CH:5][CH:4]=1.[CH2:29]([N:32]1[CH2:38][CH2:37][CH2:36][CH2:35][CH2:34][CH2:33]1)[CH2:30][CH3:31].C(O[CH2:43][CH3:44])(=O)C.[CH3:45]N(C=O)C>>[Cl-:1].[CH3:28][C:25]1[CH:26]=[CH:27][C:22]([C:16]2[CH:15]=[C:14]3[C:19]([CH2:20][CH2:21][C:12]([C:10]([NH:9][C:6]4[CH:5]=[CH:4][C:30]([CH2:29][N+:32]5([CH2:45][CH2:43][CH3:44])[CH2:38][CH2:37][CH2:36][CH2:35][CH2:34][CH2:33]5)=[CH:31][CH:7]=4)=[O:11])=[CH:13]3)=[CH:18][CH:17]=2)=[CH:23][CH:24]=1 |f:4.5|. Procedure details: In DMF (3ml) was dissolved N-[4-(chloromethyl)-phenyl]-7-(4-methylphenyl)-3,4-dihydronaphthalene-2-carboxamide (150mg), and to the mixture was added 1-propylperhydroazepine (109mg). The mixture was stirred at room temperature for 15 hours. To the reaction mixture was added ethyl acetate (100ml), and the resulting precipitate was filtered to give 1-[4-[7-(4-methylphenyl)-3,4-dihydronaphthalene-2-carboxamido]benzyl]-1-propyl-perhydroazepinium chloride (Compound 38) (163mg) as colorless crystals. The reactants are C1=2C(=O)OC(NC1=CC=CC2)=O (Isatoic anhydride), C1(=CC=CC=C1)C(N1CCN(CC1)CCCN)C1=CC=CC=C1 (1-diphenylmethyl-4-(3-aminopropyl)piperazine), O1CCOCC1 (1,4-dioxane). Run at time 4 hour. The product is C1(=CC=CC=C1)C(N1CCN(CC1)CCCN(C=O)C1=C(C=CC=C1)N)C1=CC=CC=C1 (N-(3-(4-(diphenylmethyl)piperazinyl)propyl)(2-aminophenyl)formamide). The yield is 92.0%. As a reaction SMILES: [C:1]12[C:7](=[CH:8][CH:9]=[CH:10][CH:11]=1)[NH:6]C(=O)OC2=O.[C:13]1([CH:19]([C:30]2[CH:35]=[CH:34][CH:33]=[CH:32][CH:31]=2)[N:20]2[CH2:25][CH2:24][N:23]([CH2:26][CH2:27][CH2:28][NH2:29])[CH2:22][CH2:21]2)[CH:18]=[CH:17][CH:16]=[CH:15][CH:14]=1.[O:36]1CCOC[CH2:37]1>>[C:30]1([CH:19]([C:13]2[CH:14]=[CH:15][CH:16]=[CH:17][CH:18]=2)[N:20]2[CH2:21][CH2:22][N:23]([CH2:26][CH2:27][CH2:28][N:29]([C:1]3[CH:11]=[CH:10][CH:9]=[CH:8][C:7]=3[NH2:6])[CH:37]=[O:36])[CH2:24][CH2:25]2)[CH:35]=[CH:34][CH:33]=[CH:32][CH:31]=1. Reported procedure: Isatoic anhydride (1.02 g) and 1-diphenylmethyl-4-(3-aminopropyl)piperazine (2.12 g) were dissolved in 1,4-dioxane (20 ml) and the mixture was stirred at room temperature for 4 hours. 1,4-dioxane was removed and the residue was purified by silica gel column chromatography (ethyl acetate), followed by recrystallization of the resultant from ethyl acetate-hexane to obtain 2.47 g of N-(3-(4-(diphenylmethyl)piperazinyl)propyl)(2-aminophenyl)formamide. Yield: 92%.